This data is from the Open Reaction Database (ORD), a public repository of structured organic reaction records. The task is: describe an organic reaction: reactants, conditions, products, and yield Reactants: [H-].[Al+3].[Li+].[H-].[H-].[H-] (lithium aluminium hydride), FC(OC1=CC=C(C=C1)C1(CCCC1)C#N)(F)F (1-(4-(trifluoromethoxy)phenyl)cyclopentanecarbonitrile). The solvent is CCOCC (Et2O), CCOCC (Et2O). Reaction conditions: time 16 hour. Yields the product FC(OC1=CC=C(C=C1)C1(CCCC1)CN)(F)F ((1-(4-(trifluoromethoxy)phenyl)cyclopentyl)methanamine). The yield is 78.1%. As a reaction SMILES: [H-].[Al+3].[Li+].[H-].[H-].[H-].[F:7][C:8]([F:24])([F:23])[O:9][C:10]1[CH:15]=[CH:14][C:13]([C:16]2([C:21]#[N:22])[CH2:20][CH2:19][CH2:18][CH2:17]2)=[CH:12][CH:11]=1>CCOCC>[F:7][C:8]([F:23])([F:24])[O:9][C:10]1[CH:11]=[CH:12][C:13]([C:16]2([CH2:21][NH2:22])[CH2:20][CH2:19][CH2:18][CH2:17]2)=[CH:14][CH:15]=1 |f:0.1.2.3.4.5|. Reported procedure: To lithium aluminium hydride (379 mg, 10 mmol) in Et2O (10 mL) was added dropwise a solution of 1-(4-(trifluoromethoxy)phenyl)cyclopentanecarbonitrile (905 mg, 4 mmol) in Et2O (5 mL) at 0° C. The reaction mixture was stirred at room temperature under an atmosphere of nitrogen for 16 h and then quenched with saturated sodium sulfate solution (3 mL) and extracted with Et2O. The organic layer was dried with sodium sulfate and evaporated in vacuo to give (1-(4-(trifluoromethoxy)phenyl)cyclopentyl)me...